This data is from the Open Reaction Database (ORD), a public repository of structured organic reaction records. The task is: describe an organic reaction: reactants, conditions, products, and yield Starting materials: O=C(Cl)Cl, CC(C)(C)c1nc2cc(S(=O)(=O)N3CC(N)C3)ccc2n1CC1CCC(F)(F)CC1, C1CC1, CCOC(C)=O, CCN(C(C)C)C(C)C, ClCCl. The product is CC(C)(C)c1nc2cc(S(=O)(=O)N3CC(NC(=O)C4CC4)C3)ccc2n1CC1CCC(F)(F)CC1. RXN SMILES: [C:1](=[O:2])([Cl:3])[Cl:4].[C:8]([CH3:9])([CH3:10])([CH3:11])[c:12]1[n:13][c:14]2[c:15]([n:16]1[CH2:17][CH:18]1[CH2:19][CH2:20][C:21]([F:24])([F:25])[CH2:22][CH2:23]1)[cH:26][cH:27][c:28]([S:30](=[O:31])(=[O:32])[N:33]1[CH2:34][CH:35]([NH2:37])[CH2:36]1)[cH:29]2.[CH2:5]1[CH2:6][CH2:7]1.[CH3:50][CH2:51][O:52][C:53]([CH3:54])=[O:55].[CH:38]([N:39]([CH2:40][CH3:41])[CH:42]([CH3:43])[CH3:44])([CH3:45])[CH3:46].[Cl:47][CH2:48][Cl:49]>>[C:1](=[O:2])([CH:5]1[CH2:6][CH2:7]1)[NH:37][CH:35]1[CH2:34][N:33]([S:30]([c:28]2[cH:27][cH:26][c:15]3[c:14]([n:13][c:12]([C:8]([CH3:9])([CH3:10])[CH3:11])[n:16]3[CH2:17][CH:18]3[CH2:19][CH2:20][C:21]([F:24])([F:25])[CH2:22][CH2:23]3)[cH:29]2)(=[O:31])=[O:32])[CH2:36]1. Starting materials: FC(C(=O)OCC)(F)F (ethyl trifluoroacetate), NCC(CN)O (1,3-diamino-2-propanol). Run in CC=1C=CC(=CC1)C (p-Xylene). Conditions: temperature 160 celsius, time 4 hour. Product: FC(C=1NCC(CN1)O)(F)F (2-(trifluoromethyl)-1,4,5,6-tetrahydro-5-pyrimidinol). The yield is 97.5%. Reaction SMILES: [F:1][C:2]([F:9])([F:8])[C:3](OCC)=O.[NH2:10][CH2:11][CH:12]([OH:15])[CH2:13][NH2:14]>CC1C=CC(C)=CC=1>[F:9][C:2]([F:1])([F:8])[C:3]1[NH:10][CH2:11][CH:12]([OH:15])[CH2:13][N:14]=1. Procedure: To a solution of ethyl trifluoroacetate (5.80 g, 40.8 mmol) in p-Xylene (30 mL) was added 1,3-diamino-2-propanol (3.60 g, 40 mmol). The mixture was stirred at 160° C. for 4 h. Concentration in vacuo then afforded the title compound (6.55 g, 39.0 mmol, 97% yield). Reactants: COc1ccc(N2CCOCC2)c2sc(NC(=O)c3ccnc(Br)c3)nc12, O=C([O-])[O-], CN1CCCC1=O, [Cs+], [Cs+], NC1CCCCC1. Yields the product COc1ccc(N2CCOCC2)c2sc(NC(=O)c3ccnc(NC4CCCCC4)c3)nc12. Reaction SMILES: [Br:1][c:2]1[cH:3][c:4]([C:5](=[O:6])[NH:7][c:8]2[s:9][c:10]3[c:11]([n:12]2)[c:13]([O:23][CH3:24])[cH:14][cH:15][c:16]3[N:17]2[CH2:18][CH2:19][O:20][CH2:21][CH2:22]2)[cH:25][cH:26][n:27]1.[C:28](=[O:29])([O-:30])[O-:31].[CH3:41][N:42]1[CH2:43][CH2:44][CH2:45][C:46]1=[O:47].[Cs+:32].[Cs+:33].[NH2:34][CH:35]1[CH2:36][CH2:37][CH2:38][CH2:39][CH2:40]1>>[c:2]1([NH:34][CH:35]2[CH2:36][CH2:37][CH2:38][CH2:39][CH2:40]2)[cH:3][c:4]([C:5](=[O:6])[NH:7][c:8]2[s:9][c:10]3[c:11]([n:12]2)[c:13]([O:23][CH3:24])[cH:14][cH:15][c:16]3[N:17]2[CH2:18][CH2:19][O:20][CH2:21][CH2:22]2)[cH:25][cH:26][n:27]1. Reactants: C=O, O=CO, c1ccc(CCCCNCCCc2ccccc2)cc1. Yields the product CN(CCCCc1ccccc1)CCCc1ccccc1. As a reaction SMILES: [CH2:21]=[O:22].[CH:23]([OH:24])=[O:25].[c:1]1([CH2:7][CH2:8][CH2:9][NH:10][CH2:11][CH2:12][CH2:13][CH2:14][c:15]2[cH:16][cH:17][cH:18][cH:19][cH:20]2)[cH:2][cH:3][cH:4][cH:5][cH:6]1>>[c:1]1([CH2:7][CH2:8][CH2:9][N:10]([CH2:11][CH2:12][CH2:13][CH2:14][c:15]2[cH:16][cH:17][cH:18][cH:19][cH:20]2)[CH3:23])[cH:2][cH:3][cH:4][cH:5][cH:6]1. The solvent is C(CCC)O (n-butan-1-ol). RXN SMILES: F[C:2]1[C:3]([C:9]#[N:10])=[N:4][CH:5]=[CH:6][C:7]=1[I:8].O.[NH2:12][NH2:13]>C(O)CCC>[I:8][C:7]1[CH:6]=[CH:5][N:4]=[C:3]2[C:9]([NH2:10])=[N:12][NH:13][C:2]=12 |f:1.2|. Starting materials: FC=1C(=NC=CC1I)C#N (3-Fluoro-4-iodopicolinonitrile), O.NN (hydrazine hydrate). Procedure details: 3-Fluoro-4-iodopicolinonitrile (25.6 g) was dissolved in n-butan-1-ol (250 mL) then hydrazine hydrate (100%, 23.3 mL) was added. The reaction was heated at 105° C. for 2 hours. The reaction mixture was cooled to room temperature, filtered, rinsed with water, and dried for 30 minutes under vacuum to give 7-iodo-1H-pyrazolo[4,3-b]pyridine-3-amine (25 g) as a light yellow solid. 1H NMR (400 MHz, DMSO-d6) δ ppm 5.35-5.55 (2H, m) 7.73-7.74 (1H, m) 7.939-7.94 (1H, m). MS [M+H] found 261.0. Conditions: temperature 105 celsius. Product: IC1=C2C(=NC=C1)C(=NN2)N (7-iodo-1H-pyrazolo[4,3-b]pyridine-3-amine). Reactants: B, O=C([O-])O, C1CCOC1, CCOC(=O)c1ccc2c(C3CCCCC3)c3n(c2n1)CC(=O)Nc1ccccc1-3, [Na+], C1CCOC1. The product is CCOC(=O)c1ccc2c(C3CCCCC3)c3n(c2n1)CCNc1ccccc1-3. RXN SMILES: [BH3:31].[C:37](=[O:38])([O-:39])[OH:40].[CH2:32]1[O:33][CH2:34][CH2:35][CH2:36]1.[CH:1]1([c:7]2[c:8]3[c:9]([n:10]4[c:16]2-[c:15]2[c:14]([cH:20][cH:19][cH:18][cH:17]2)[NH:13][C:12](=[O:21])[CH2:11]4)[n:22][c:23]([C:26](=[O:27])[O:28][CH2:29][CH3:30])[cH:24][cH:25]3)[CH2:2][CH2:3][CH2:4][CH2:5][CH2:6]1.[Na+:41].[O:42]1[CH2:43][CH2:44][CH2:45][CH2:46]1>>[CH:1]1([c:7]2[c:8]3[c:9]([n:10]4[c:16]2-[c:15]2[c:14]([cH:20][cH:19][cH:18][cH:17]2)[NH:13][CH2:12][CH2:11]4)[n:22][c:23]([C:26](=[O:27])[O:28][CH2:29][CH3:30])[cH:24][cH:25]3)[CH2:2][CH2:3][CH2:4][CH2:5][CH2:6]1. Starting materials: BrCCCCOC=1C=C2C=CC(NC2=CC1)=O (6-(4-bromobutoxy)-carbostyril), C1(CCCCC1)S (cyclohexyl mercaptan). Product: C1(CCCCC1)SCCCCOC=1C=C2C=CC(NC2=CC1)=O (6-(4-Cyclohexylmercapto-butoxy)-carbostyril). As a reaction SMILES: Br[CH2:2][CH2:3][CH2:4][CH2:5][O:6][C:7]1[CH:8]=[C:9]2[C:14](=[CH:15][CH:16]=1)[NH:13][C:12](=[O:17])[CH:11]=[CH:10]2.[CH:18]1([SH:24])[CH2:23][CH2:22][CH2:21][CH2:20][CH2:19]1>>[CH:18]1([S:24][CH2:2][CH2:3][CH2:4][CH2:5][O:6][C:7]2[CH:8]=[C:9]3[C:14](=[CH:15][CH:16]=2)[NH:13][C:12](=[O:17])[CH:11]=[CH:10]3)[CH2:23][CH2:22][CH2:21][CH2:20][CH2:19]1. Procedure: Prepared analogous to Example 122 from 6-(4-bromobutoxy)-carbostyril (m.p.: 198°-199° C.) and cyclohexyl mercaptan. The reactants are N1=CC=CC=C1 (Pyridine), [OH-].[Na+] (sodium hydroxide), NC1CCC=2C=CC(=CC2C1CC1=CC=CC=C1)CNS(=O)(=O)C=1N=CN(C1)C (N-((7-Amino-8-benzyl-5,6,7,8-tetrahydronaphthalen-2-yl)methyl)-1-methyl-1H-imidazole-4-sulfonamide), ClCCCC(=O)Cl (4-Chlorobutanoyl chloride). Reagents/catalysts: CN(C)C1=CC=NC=C1 (N,N-dimethyl-4-aminopyridine). The solvent is ClCCl (dichloromethane). Run at temperature 45 celsius. Yields the product C(C1=CC=CC=C1)C1C(CCC=2C=CC(=CC12)CNS(=O)(=O)C=1N=CN(C1)C)N1C(CCC1)=O (N-{[8-Benzyl-7-(2-oxopyrrolidin-1-yl)-5,6,7,8-tetrahydronaphthalen-2-yl]methyl}-1-methyl-1H-imidazole-4-sulfonamide). As a reaction SMILES: [NH2:1][CH:2]1[CH:11]([CH2:12][C:13]2[CH:18]=[CH:17][CH:16]=[CH:15][CH:14]=2)[C:10]2[CH:9]=[C:8]([CH2:19][NH:20][S:21]([C:24]3[N:25]=[CH:26][N:27]([CH3:29])[CH:28]=3)(=[O:23])=[O:22])[CH:7]=[CH:6][C:5]=2[CH2:4][CH2:3]1.N1C=CC=CC=1.Cl[CH2:37][CH2:38][CH2:39][C:40](Cl)=[O:41].[OH-].[Na+]>ClCCl.CN(C1C=CN=CC=1)C>[CH2:12]([CH:11]1[C:10]2[CH:9]=[C:8]([CH2:19][NH:20][S:21]([C:24]3[N:25]=[CH:26][N:27]([CH3:29])[CH:28]=3)(=[O:23])=[O:22])[CH:7]=[CH:6][C:5]=2[CH2:4][CH2:3][CH:2]1[N:1]1[CH2:37][CH2:38][CH2:39][C:40]1=[O:41])[C:13]1[CH:14]=[CH:15][CH:16]=[CH:17][CH:18]=1 |f:3.4|. Procedure: N-((7-Amino-8-benzyl-5,6,7,8-tetrahydronaphthalen-2-yl)methyl)-1-methyl-1H-imidazole-4-sulfonamide (271 mg, 0.66 mmol, cf. 173) was dissolved in dichloromethane (10 mL). Pyridine (0.191 mL, 2.357 mmol) was added. 4-Chlorobutanoyl chloride (0.116 mL, 1.038 mmol) was added dropwise. After 2 h N,N-dimethyl-4-aminopyridine (46 mg, 0.378 mmol) was added and stirring was continued over night. 1 N sodium hydroxide solution was added and the mixture extracted with dichloromethane. The combined organic e...